Dataset: the Open Reaction Database (ORD), a public repository of structured organic reaction records. Task: describe an organic reaction: reactants, conditions, products, and yield The reactants are CCOC(C)=O, COc1cc(C=C(CCCCl)C(=O)NC(C)c2cccc(F)c2)ccc1-n1cnc(C)c1, [H-], [Na+], CN(C)C=O, O. Product: COc1cc(C=C2CCCN(C(C)c3cccc(F)c3)C2=O)ccc1-n1cnc(C)c1. As a reaction SMILES: [CH3:41][CH2:42][O:43][C:44](=[O:45])[CH3:46].[F:8][c:9]1[cH:10][c:11]([CH:15]([CH3:16])[NH:17][C:18]([C:19]([CH2:20][CH2:21][CH2:22][Cl:23])=[CH:24][c:25]2[cH:26][c:27]([O:37][CH3:38])[c:28](-[n:31]3[cH:32][n:33][c:34]([CH3:36])[cH:35]3)[cH:29][cH:30]2)=[O:39])[cH:12][cH:13][cH:14]1.[H-:1].[Na+:2].[O:3]=[CH:4][N:5]([CH3:6])[CH3:7].[OH2:40]>>[F:8][c:9]1[cH:10][c:11]([CH:15]([CH3:16])[N:17]2[C:18](=[O:39])[C:19](=[CH:24][c:25]3[cH:26][c:27]([O:37][CH3:38])[c:28](-[n:31]4[cH:32][n:33][c:34]([CH3:36])[cH:35]4)[cH:29][cH:30]3)[CH2:20][CH2:21][CH2:22]2)[cH:12][cH:13][cH:14]1. The reactants are NC1=C(C=C(C=C1)N)C=CCNC1=CC(=C(N)C=C1)CCO (4-[3-(2,5-diaminophenyl)allylamino]-2-(2-hydroxyethyl)-aniline), NC1=CC=CC=C1 (aniline), 4-[3-(2,5-diaminophenyl)allylamino]-2-N,N′-bis-methylaniline, NC1=C(C=C(C=C1)N)C=CCNC1=C(C=C(N)C=C1)CCO (4-[3-(2,5-diaminophenyl)allylamino]-3-(2-hydroxyethyl)aniline), 4-[3-(N2,N2-bis-methyl-2,5-diaminophenyl)allylamino]-2-aniline, NC1=C(C=C(C(=C1)Cl)N)C=CCNC1=CC=C(N)C=C1 (4-[3-(2,5-diamino-4-chlorophenyl)allylamino]aniline), NC1=C(C=C(C=C1CCO)N)C=CCNC1=CC=C(N)C=C1 (4-{3-[2,5-diamino-3-(2-hydroxyethyl)phenyl]allylamino}-aniline), NC1=C(C=C(C(=C1)C)N)C=CCNC1=CC=C(N)C=C1 (4-[3-(2,5-diamino-4-methylphenyl)allylamino]aniline), NC1=C(C=C(C=C1Cl)N)C=CCNC1=CC=C(N)C=C1 (4-[3-(2,5-diamino-3-chlorophenyl)allylamino]aniline), NC1=C(C=C(C=C1)N)C=CCNC1=C(C=C(N)C=C1)C (4-[3-(2,5-diaminophenyl)allylamino]-3-methylaniline), NC1=C(C=C(C=C1)N)C=CCNC1=CC=C(N)C=C1CCO (4-[3-(2,5-diaminophenyl)allylamino]-5-(2-hydroxyethyl)aniline), 4-[3-(N5,N5-bis-methyl-2,5-diaminophenyl)allylamino]-2-aniline, 4-{3-[N5,N5-bis-(2-hydroxyethyl)-2,5-diaminophenyl]-allylamino}-2-aniline, 4-[3-(2,5-diaminophenyl)allylamino]-2-N,N′-bis-(2-hydroxyethyl)aniline, NC1=C(C=C(C=C1)N)C=CCNC1=CC(=C(N)C=C1)C (4-[3-(2,5-diaminophenyl)allylamino]-2-methylaniline), NC1=C(C=C(C(=C1)CCO)N)C=CCNC1=CC=C(N)C=C1 (4-{3-[2,5-diamino-4-(2-hydroxyethyl)phenyl]allylamino}aniline), NC1=C(C(=C(C=C1)N)C)C=CCNC1=CC=C(N)C=C1 (4-[3-(2,5-diamino-6-methylphenyl)allylamino]aniline), 4-{3-[N2,N2-bis-(2-hydroxyethyl)-2,5-diaminophenyl]allylamino}-2-aniline, NC1=C(C=C(C=C1)N)C=CCNC1=CC(=C(N)C=C1)Cl (4-[3-(2,5-diaminophenyl)allylamino]-2-chloroaniline), NC1=C(C=C(C=C1)N)C=CCNC1=C(C=C(N)C=C1)Cl (4-[3-(2,5-diaminophenyl)allylamino]-3-chloroaniline). Product: NC1=C(C=C(C=C1)N)C=CCNC1=CC=C(N)C=C1 (4-[3-(2,5-diaminophenyl)allylamino]aniline). Reaction SMILES: [NH2:1][C:2]1[CH:7]=[CH:6][C:5]([NH2:8])=[CH:4][C:3]=1[CH:9]=[CH:10][CH2:11][NH:12][C:13]1[CH:19]=[CH:18][C:16]([NH2:17])=[C:15](CCO)[CH:14]=1.NC1C=CC(N)=CC=1C=CCNC1C(CCO)=CC(N)=CC=1.NC1C=CC(N)=CC=1C=CCNC1C=CC(N)=C(Cl)C=1.NC1C=CC(N)=CC=1C=CCNC1C=CC(N)=C(C)C=1.NC1C=CC(N)=CC=1C=CCNC1C=CC(N)=CC=1Cl.NC1C=CC(N)=CC=1C=CCNC1C=CC(N)=CC=1C.NC1C(CCO)=CC(N)=CC=1C=CCNC1C=CC(N)=CC=1.NC1C(Cl)=CC(N)=CC=1C=CCNC1C=CC(N)=CC=1.NC1C=CC=CC=1.NC1C=CC(N)=C(C)C=1C=CCNC1C=CC(N)=CC=1.NC1C=C(CCO)C(N)=CC=1C=CCNC1C=CC(N)=CC=1.NC1C=C(Cl)C(N)=CC=1C=CCNC1C=CC(N)=CC=1.NC1C=C(C)C(N)=CC=1C=CCNC1C=CC(N)=CC=1>>[NH2:1][C:2]1[CH:7]=[CH:6][C:5]([NH2:8])=[CH:4][C:3]=1[CH:9]=[CH:10][CH2:11][NH:12][C:13]1[CH:14]=[CH:15][C:16]([NH2:17])=[CH:18][CH:19]=1. Reported procedure: 4-[3-(2,5-diaminophenyl)allylamino]-2-(2-hydroxyethyl)-aniline; 4-[3-(2,5-diaminophenyl)allylamino]-5-(2-hydroxyethyl)aniline; 4-[3-(2,5-diaminophenyl)allylamino]-2-chloroaniline; 4-[3-(2,5-diaminophenyl)allylamino]-2-methylaniline; 4-[3-(2,5-diaminophenyl)allylamino]-3-(2-hydroxyethyl)aniline; 4-[3-(2,5-diaminophenyl)allylamino]-3-chloroaniline; 4-[3-(2,5-diaminophenyl)allylamino]-3-methylaniline; 4-{3-[2,5-diamino-3-(2-hydroxyethyl)phenyl]allylamino}-aniline; 4-[3-(2,5-diamino-3-chlorophenyl)a... Starting materials: FC=1C=C(C(C(=O)O)=CC1)N (4-Fluoroanthranilic acid), [OH-].[Na+] (sodium hydroxide), C1(=CC=CC=C1)S(=O)(=O)Cl (Benzenesulphonyl chloride). The solvent is O (water). Conditions: time 8 hour. Yields the product FC=1C=C(C(C(=O)O)=CC1)NS(=O)(=O)C1=CC=CC=C1 (4-fluoro-N-(phenylsulphonyl)anthranilic acid). RXN SMILES: [F:1][C:2]1[CH:3]=[C:4]([NH2:11])[C:5](=[CH:9][CH:10]=1)[C:6]([OH:8])=[O:7].[OH-].[Na+].[C:14]1([S:20](Cl)(=[O:22])=[O:21])[CH:19]=[CH:18][CH:17]=[CH:16][CH:15]=1>O>[F:1][C:2]1[CH:3]=[C:4]([NH:11][S:20]([C:14]2[CH:19]=[CH:18][CH:17]=[CH:16][CH:15]=2)(=[O:22])=[O:21])[C:5](=[CH:9][CH:10]=1)[C:6]([OH:8])=[O:7] |f:1.2|. Procedure details: 4-Fluoroanthranilic acid (1.5 g) and sodium hydroxide (0.4 g) were stirred in cold water (100 ml) at ca. 5°. Benzenesulphonyl chloride (1.25 ml) was added and the mixture was stirred overnight, acidified and extracted with dichloromethane. The extracts were washed, dried and evaporated to give 4-fluoro-N-(phenylsulphonyl)anthranilic acid, mp 158°-9°. (Compound 14). Yield: 49.0%. As a reaction SMILES: [CH3:1][Si:2]([CH2:5][O:6][C:7]1[CH:14]=[CH:13][C:10]([CH:11]=O)=[CH:9][CH:8]=1)([CH3:4])[CH3:3].[C:15]([NH2:21])(=[O:20])[CH2:16][C:17]([NH2:19])=[O:18].N1CCCCC1.C(O)(=O)C>C1(C)C=CC=CC=1.O>[CH3:1][Si:2]([CH2:5][O:6][C:7]1[CH:14]=[CH:13][C:10]([CH:11]=[C:16]([C:15]([NH2:21])=[O:20])[C:17]([NH2:19])=[O:18])=[CH:9][CH:8]=1)([CH3:4])[CH3:3]. Reported procedure: 4-(Trimethylsilanylmethoxy)benzaldehyde (obtained in step 1 of Example 1) (10.4 g, 0.005 mol) and malonamide (5.5 g, 0.055 mol) in 20 ml of dry toluene in the presence of 0.5 ml of piperidine and 0.3 g of acetic acid are refluxed for 3 hours in a reactor equipped with Dean-Stark apparatus. The water formed is removed azeotropically. The mixture is cooled and the organic phase is washed twice with water. The organic phase is dried over sodium sulfate and filtered, and the solvent is evaporated of... The reactants are C[Si](C)(C)COC1=CC=C(C=O)C=C1 (4-(Trimethylsilanylmethoxy)benzaldehyde), C(CC(=O)N)(=O)N (malonamide), N1CCCCC1 (piperidine), C(C)(=O)O (acetic acid). The solvent is C1(=CC=CC=C1)C (toluene), O (water). The product is C[Si](C)(C)COC1=CC=C(C=C(C(=O)N)C(=O)N)C=C1 (2-[4-(trimethylsilanylmethoxy)benzylidene]malonamide). Starting materials: Cc1c(C)c2c(c(C)c1O)CCC(C)(CCO)O2, ClC(Cl)Cl. Product: Cc1c(C)c2c(c(C)c1O)CCC(C)(CCCl)O2. RXN SMILES: [CH3:1][C:2]1([CH2:16][CH2:17][OH:18])[O:3][c:4]2[c:5]([CH3:15])[c:6]([CH3:14])[c:7]([OH:13])[c:8]([CH3:12])[c:9]2[CH2:10][CH2:11]1.[CH:19]([Cl:20])([Cl:21])[Cl:22]>>[CH3:1][C:2]1([CH2:16][CH2:17][Cl:20])[O:3][c:4]2[c:5]([CH3:15])[c:6]([CH3:14])[c:7]([OH:13])[c:8]([CH3:12])[c:9]2[CH2:10][CH2:11]1. The reactants are CS(=O)(=O)c1ccc(C(CC2CCCC2)c2cc3cc(C(O)CO)cnc3[nH]2)cc1, [O-][I+3]([O-])([O-])[O-], [Na+], C1CCOC1. Yields the product CS(=O)(=O)c1ccc(C(CC2CCCC2)c2cc3cc(C=O)cnc3[nH]2)cc1. As a reaction SMILES: [CH:1]1([CH2:6][CH:7]([c:8]2[cH:9][cH:10][c:11]([S:14](=[O:15])(=[O:16])[CH3:17])[cH:12][cH:13]2)[c:18]2[cH:19][c:20]3[c:21]([n:22][cH:23][c:24]([CH:26]([CH2:27][OH:28])[OH:29])[cH:25]3)[nH:30]2)[CH2:2][CH2:3][CH2:4][CH2:5]1.[I+3:31]([O-:32])([O-:33])([O-:34])[O-:35].[Na+:36].[O:37]1[CH2:38][CH2:39][CH2:40][CH2:41]1>>[CH:1]1([CH2:6][CH:7]([c:8]2[cH:9][cH:10][c:11]([S:14](=[O:15])(=[O:16])[CH3:17])[cH:12][cH:13]2)[c:18]2[cH:19][c:20]3[c:21]([n:22][cH:23][c:24]([CH:26]=[O:29])[cH:25]3)[nH:30]2)[CH2:2][CH2:3][CH2:4][CH2:5]1.